Dataset: the Open Reaction Database (ORD), a public repository of structured organic reaction records. Task: describe an organic reaction: reactants, conditions, products, and yield Starting materials: COC(=O)c1c(C=O)cccc1Oc1nc(OC)cc(OC)n1, CC(=O)[O-], CO, Cl, [K+], NO. Yields the product COC(=O)c1c(C=NO)cccc1Oc1nc(OC)cc(OC)n1. As a reaction SMILES: [CH3:1][O:2][c:3]1[n:4][c:5]([O:11][c:12]2[c:13]([C:14](=[O:15])[O:16][CH3:17])[c:18]([CH:22]=[O:23])[cH:19][cH:20][cH:21]2)[n:6][c:7]([O:9][CH3:10])[cH:8]1.[CH3:28][C:29](=[O:30])[O-:31].[CH3:32][OH:33].[ClH:24].[K+:27].[OH:25][NH2:26]>>[CH3:1][O:2][c:3]1[n:4][c:5]([O:11][c:12]2[c:13]([C:14](=[O:15])[O:16][CH3:17])[c:18]([CH:22]=[N:26][OH:25])[cH:19][cH:20][cH:21]2)[n:6][c:7]([O:9][CH3:10])[cH:8]1. Starting materials: C(C)(C)(C)OC(=O)N1CCC(CC1)CCC1=CC(=CC=C1)C1=NC(=NC=C1)Cl (4-{2-[3-(2-Chloro-pyrimidin-4-yl)-phenyl]-ethyl}-piperidine-1-carboxylic acid tert-butyl ester), NCCC1=CC(=C(C=C1)O)Cl (4-(2-amino-ethyl)-2-chloro-phenol), 437. The product is ClC1=C(C=CC(=C1)CCNC1=NC=CC(=N1)C1=CC(=CC=C1)CCC1CCNCC1)O (2-Chloro-4-(2-{4-[3-(2-piperidin-4-yl-ethyl)-phenyl]-pyrimidin-2-ylamino}-ethyl)-phenol). RXN SMILES: C(OC([N:8]1[CH2:13][CH2:12][CH:11]([CH2:14][CH2:15][C:16]2[CH:21]=[CH:20][CH:19]=[C:18]([C:22]3[CH:27]=[CH:26][N:25]=[C:24](Cl)[N:23]=3)[CH:17]=2)[CH2:10][CH2:9]1)=O)(C)(C)C.[NH2:29][CH2:30][CH2:31][C:32]1[CH:37]=[CH:36][C:35]([OH:38])=[C:34]([Cl:39])[CH:33]=1>>[Cl:39][C:34]1[CH:33]=[C:32]([CH2:31][CH2:30][NH:29][C:24]2[N:23]=[C:22]([C:18]3[CH:19]=[CH:20][CH:21]=[C:16]([CH2:15][CH2:14][CH:11]4[CH2:10][CH2:9][NH:8][CH2:13][CH2:12]4)[CH:17]=3)[CH:27]=[CH:26][N:25]=2)[CH:37]=[CH:36][C:35]=1[OH:38]. Procedure: Intermediate 94 was coupled with 4-(2-amino-ethyl)-2-chloro-phenol following procedure Q. The resulting product was deprotected following procedure G2. LC-MS showed the product had the expected M+H+ of 437. 1H NMR (Varian 300 MHz, CD3OD, shifts relative to the solvent peak at 3.3 ppm) δ 8.27 (d, 1H), 8.05 (s, 1H), 7.99 (m, 1H), 7.46 (d, 2H), 7.35 (d, 1H), 7.24 (d, 1H), 7.03 (d, 1H), 6.80 (d, 1H), 3.70 (m, 2H), 3.35 (m, 2H), 2.78 (m, 6H), 1.99 (d, 2H), 1.66 (m, 3H), 1.37 (m, 2H). The reactants are O (water), NC1=CC=CC=C1 (aniline), C(C)OC(CBr)=O (ethylbromoacetate), C(C)(=O)[O-].[Na+] (sodium acetate). Run in C(C)O (ethanol). Yields the product C(C)OC(CNC1=CC=CC=C1)=O (N-phenylglycine ethyl ester). Yield: 78.6%. Reaction SMILES: [NH2:1][C:2]1[CH:7]=[CH:6][CH:5]=[CH:4][CH:3]=1.[CH2:8]([O:10][C:11](=[O:14])[CH2:12]Br)[CH3:9].C([O-])(=O)C.[Na+].O>C(O)C>[CH2:8]([O:10][C:11](=[O:14])[CH2:12][NH:1][C:2]1[CH:7]=[CH:6][CH:5]=[CH:4][CH:3]=1)[CH3:9] |f:2.3|. Procedure: A mechanically stirred mixture of aniline (71 g; 0.76 mol), ethylbromoacetate (127.5 g; 0.76 mol), and anhydrous sodium acetate (62.6 g; 0.76 mol) in absolute ethanol (10 mL) was heated at reflux for 6 hours. The mixture was cooled, water was added to precipitate the product, and the solid was filtered and dried. The crude product was crystallized from ethanol-water to give N-phenylglycine ethyl ester (107 g; 79%) having amp 48°-49° C. Reactants: ice water, FC1=C2C(=NN(C2=CC=C1)C)S(=O)(=O)N (4-fluoro-1-methyl-1H-indazole-3-sulfonamide), C[O-].[Na+] (sodium methoxide), CO (methanol), C(CC(O)(C(=O)O)CC(=O)O)(=O)O (citric acid). Solvent: CS(=O)C (DMSO). Reaction conditions: temperature 130 celsius, time 1 hour. Product: COC1=C2C(=NN(C2=CC=C1)C)S(=O)(=O)N (4-methoxy-1-methyl-1H-indazole-3-sulfonamide). Yield: 60.9%. Reaction SMILES: F[C:2]1[CH:10]=[CH:9][CH:8]=[C:7]2[C:3]=1[C:4]([S:12]([NH2:15])(=[O:14])=[O:13])=[N:5][N:6]2[CH3:11].C[O-].[Na+].CO.C(O)(=O)C[C:23](CC(O)=O)(C(O)=O)[OH:24]>CS(C)=O>[CH3:23][O:24][C:2]1[CH:10]=[CH:9][CH:8]=[C:7]2[C:3]=1[C:4]([S:12]([NH2:15])(=[O:14])=[O:13])=[N:5][N:6]2[CH3:11] |f:1.2|. Procedure: A solution containing 5 g (21.8 mmol) of 4-fluoro-1-methyl-1H-indazole-3-sulfonamide and 12.6 g of sodium methoxide (a 28% methanol solution) (65 mmol) in DMSO (50 ml), was stirred at 130° C. for one hour. After confirming the disappearance of the starting material by thin layer chromatography (TLC), the mixture was poured into ice water and acidified with citric acid. Formed crystals were collected by filtration and washed with water and IPE to obtain 3.2 g (yield: 60.9%) of the desired product...